From a dataset of the Open Reaction Database (ORD), a public repository of structured organic reaction records. describe an organic reaction: reactants, conditions, products, and yield Reactants: C[Si]([N-][Si](C)(C)C)(C)C.[Li+] (Lithium hexamethyldisilazide), C(#N)C=1C=C(C=CC1F)S(=O)(=O)Cl (3-cyano-4-fluorobenzenesulfonyl chloride), [Cl-].[NH4+] (ammonium chloride), COC1=C(CNC=2SC=CN2)C=CC(=C1)OC (N-(2,4-Dimethoxybenzyl)-1,3-thiazol-2-yl-amine). Solvent: O1CCCC1 (tetrahydrofuran), O1CCCC1 (tetrahydrofuran), O1CCCC1 (tetrahydrofuran). Conditions: temperature -78 celsius, time 30 minute. The product is C(#N)C=1C=C(C=CC1F)S(=O)(=O)N(C=1SC=CN1)CC1=C(C=C(C=C1)OC)OC (3-Cyano-N-(2,4-dimethoxybenzyl)-4-fluoro-N-1,3-thiazol-2-ylbenzenesulfonamide). The yield is 25.8%. Reaction SMILES: [CH3:1][O:2][C:3]1[CH:15]=[C:14]([O:16][CH3:17])[CH:13]=[CH:12][C:4]=1[CH2:5][NH:6][C:7]1[S:8][CH:9]=[CH:10][N:11]=1.C[Si](C)(C)[N-][Si](C)(C)C.[Li+].[C:28]([C:30]1[CH:31]=[C:32]([S:37](Cl)(=[O:39])=[O:38])[CH:33]=[CH:34][C:35]=1[F:36])#[N:29].[Cl-].[NH4+]>O1CCCC1>[C:28]([C:30]1[CH:31]=[C:32]([S:37]([N:6]([CH2:5][C:4]2[CH:12]=[CH:13][C:14]([O:16][CH3:17])=[CH:15][C:3]=2[O:2][CH3:1])[C:7]2[S:8][CH:9]=[CH:10][N:11]=2)(=[O:39])=[O:38])[CH:33]=[CH:34][C:35]=1[F:36])#[N:29] |f:1.2,4.5|. Procedure: N-(2,4-Dimethoxybenzyl)-1,3-thiazol-2-yl-amine (Preparation 91, 8.010 g, 0.032 mol) was dissolved in tetrahydrofuran (100 mL) and the solution was cooled to −78° C. Lithium hexamethyldisilazide in tetrahydrofuran (35.2 mL, 1M) was added dropwise to the reaction mixture. The cooling bath was removed and the reaction mixture was allowed to stir for 30 minutes to attain room temperature before re-cooling to −78° C. and a solution of 3-cyano-4-fluorobenzenesulfonyl chloride (7.028 g, 0.032 mol) in t... Starting materials: NCC1(CCCCC1)N1CCCCC1 (1-(1-aminomethylcyclohexyl) piperidine), ClC1=C(C(=O)Cl)C=CC=C1 (2-chlorobenzoyl chloride), N1=CC=CC=C1 (pyridine), N (ammonia), O (water). Run in CCOCC (ether). Conditions: time 1 hour. The product is ClC1C(CCCC1)(N1CCCCC1)CNC(C1=CC=CC=C1)=O (1-(2-Chlorobenzamidomethylcyclohexyl) piperidine). Reaction SMILES: [NH2:1][CH2:2][C:3]1(N2CCCCC2)[CH2:8][CH2:7][CH2:6][CH2:5][CH2:4]1.[Cl:15][C:16]1[CH:24]=[CH:23][CH:22]=[CH:21][C:17]=1[C:18](Cl)=O.[N:25]1[CH:30]=[CH:29][CH:28]=[CH:27][CH:26]=1.N.[OH2:32]>CCOCC>[Cl:15][CH:16]1[CH2:24][CH2:23][CH2:22][CH2:21][C:17]1([CH2:18][NH:1][C:2](=[O:32])[C:3]1[CH:4]=[CH:5][CH:6]=[CH:7][CH:8]=1)[N:25]1[CH2:30][CH2:29][CH2:28][CH2:27][CH2:26]1. Procedure details: A mixture of 1-(1-aminomethylcyclohexyl) piperidine (1.5 g.), 2-chlorobenzoyl chloride (2 ml) and pyridine (10 ml) was allowed to stand at room temperature for 1 hr. with no apparent effect. The mixture was therefore refluxed for 1 hr., cooled, diluted with water, basified with ammonia and extracted with chloroform. This chloroform extract was washed with water, dried (Na2SO4), and evaporated to give a viscous, brown oil (3.0 g. 79.2%). On dissolving in ether and bubbling dry HCl gas into the so... The reactants are COC(CCCN1C(N(CC1)O)=O)OC (1-(4,4-Dimethoxy-butyl)-3-hydroxy-imidazolidin-2-one), Cl (HCl), C(=O)([O-])[O-].[Na+].[Na+] (Na2CO3). Run in C1CCOC1 (THF). Reaction conditions: time 8 hour. Product: ON1C(N(CC1)CCCC=O)=O (4-(3-Hydroxy-2-oxo-imidazolidin-1-yl)-butyraldehyde). The yield is 50.5%. As a reaction SMILES: C[O:2][CH:3](OC)[CH2:4][CH2:5][CH2:6][N:7]1[CH2:11][CH2:10][N:9]([OH:12])[C:8]1=[O:13].Cl.C([O-])([O-])=O.[Na+].[Na+]>C1COCC1>[OH:12][N:9]1[CH2:10][CH2:11][N:7]([CH2:6][CH2:5][CH2:4][CH:3]=[O:2])[C:8]1=[O:13] |f:2.3.4|. Procedure details: To a solution of 1-(4,4-Dimethoxy-butyl)-3-hydroxy-imidazolidin-2-one (0.753 g, 3.45 mmol) in THF (3 mL) was added 1.0 N HCl (18 mL) and the mixture was stirred at room temperature overnight. The mixture was saturated with solid Na2CO3 (˜2 g) and extracted with CH2Cl2 (5×10 mL). The combined organic extracts were dried (Na2SO4) and concentrated and provided 0.30 g (51%) of 4-(3-Hydroxy-2-oxo-imidazolidin-1-yl)-butyraldehyde as a yellow oil. 1H NMR (CDCl3) δ 1.83-1.91 (m, 2H), 2.53 (t, 2H, J=6.9 ... Yields the product OCCOC=1C(=CC=2CC=3C(=NC=4C=C5C(=CC4C3)OCO5)C2C1)OC (7-(2-hydroxyethoxy)-8-methoxy-10H-1,3-dioxolo[4,5-g]indeno[1,2-b]quinoline). Procedure: Using the procedure of Example 1, 5-methoxy-6-(2-hydroxyethoxy)indan-1-one (222 mg, 1 mmol) is reacted with 6[[(4-methylphenyl)imino]methyl]-1,3-benzodioxol-5-amine (255 mg, 1 mmol) to yields 7-(2-hydroxyethoxy)-8-methoxy-10H-1,3-dioxolo[4,5-g]indeno[1,2-b]quinoline (239 mg, 68% of theory). Reaction SMILES: [CH3:1][O:2][C:3]1[CH:4]=[C:5]2[C:9](=[CH:10][C:11]=1[O:12][CH2:13][CH2:14][OH:15])[C:8](=O)[CH2:7][CH2:6]2.CC1C=CC(N=[CH:25][C:26]2[C:27]([NH2:35])=[CH:28][C:29]3[O:33][CH2:32][O:31][C:30]=3[CH:34]=2)=CC=1>>[OH:15][CH2:14][CH2:13][O:12][C:11]1[C:3]([O:2][CH3:1])=[CH:4][C:5]2[CH2:6][C:7]3[C:8]([C:9]=2[CH:10]=1)=[N:35][C:27]1[CH:28]=[C:29]2[O:33][CH2:32][O:31][C:30]2=[CH:34][C:26]=1[CH:25]=3. The reactants are COC=1C=C2CCC(C2=CC1OCCO)=O (5-methoxy-6-(2-hydroxyethoxy)indan-1-one), CC1=CC=C(C=C1)N=CC=1C(=CC2=C(OCO2)C1)N (6[[(4-methylphenyl)imino]methyl]-1,3-benzodioxol-5-amine). The yield is 68.0%. Starting materials: C(C1=CC=CC=C1)OC1=CC(=C(C(=C1)Cl)CO)Cl ((4-benzyloxy-2,6-dichloro-phenyl)-methanol), P(Br)(Br)Br (PBr3). Solvent: C1CCOC1 (THF). Conditions: temperature 0 celsius, time 30 minute. The product is C(C1=CC=CC=C1)OC=1C=C(C(=C(C1)Cl)CBr)Cl (5-benzyloxy-2-bromomethyl-1,3-dichloro-benzene). Yield: 89.0%. RXN SMILES: [CH2:1]([O:8][C:9]1[CH:14]=[C:13]([Cl:15])[C:12]([CH2:16]O)=[C:11]([Cl:18])[CH:10]=1)[C:2]1[CH:7]=[CH:6][CH:5]=[CH:4][CH:3]=1.P(Br)(Br)[Br:20]>C1COCC1>[CH2:1]([O:8][C:9]1[CH:14]=[C:13]([Cl:15])[C:12]([CH2:16][Br:20])=[C:11]([Cl:18])[CH:10]=1)[C:2]1[CH:7]=[CH:6][CH:5]=[CH:4][CH:3]=1. Procedure details: Dissolve (4-benzyloxy-2,6-dichloro-phenyl)-methanol in 2.5 L THF and cool to 0° C. under N2. Add 94.45 g PBr3 dropwise and stir at 0° C. for 30 minutes. Pour the reaction mixture into sat'd. NaHCO3 and extract with EtOAc (2×). Dry over Na2SO4, filter and concentrate under vacuum to yield 269 g (89%) of the title compound as a white solid. MS (electrospray), 345.1, 347.1 (ES−).